From a dataset of the Open Reaction Database (ORD), a public repository of structured organic reaction records. describe an organic reaction: reactants, conditions, products, and yield The product is C(C)(=O)OC12C(C3=C(C=C(C=C3N(CC3N(C13)C(C)=O)O2)C=O)O)COC(N)=O (11-acetyl-8-carbamoyloxymethyl-4-formyl-6-hydroxy-14-oxa-1,11-diazatetracyclo[7.4.1.02,7.010,12 ]tetradeca-2,4,6-trien-9-yl acetate). Solvent: CO (methanol). As a reaction SMILES: C([O:4][C:5]1[CH:6]=[C:7]([CH:31]=[O:32])[CH:8]=[C:9]2[C:17]=1[CH:16]([CH2:18][O:19][C:20](=[O:22])[NH2:21])[C:15]1([O:24][C:25](=[O:27])[CH3:26])[O:23][N:10]2[CH2:11][CH:12]2[CH:14]1[N:13]2[C:28](=[O:30])[CH3:29])(=O)C.C(OC([O-])=O)([O-])=O.[Na+].[Na+].C(O)(=O)C>CO>[C:25]([O:24][C:15]12[O:23][N:10]([CH2:11][CH:12]3[CH:14]1[N:13]3[C:28](=[O:30])[CH3:29])[C:9]1[C:17](=[C:5]([OH:4])[CH:6]=[C:7]([CH:31]=[O:32])[CH:8]=1)[CH:16]2[CH2:18][O:19][C:20](=[O:22])[NH2:21])(=[O:27])[CH3:26] |f:1.2.3|. Procedure: To a solution of 11-acetyl-8-carbamoyloxymethyl-4-formyl-14-oxa-1,11-diazatetracyclo[7.4.1.02,7.010,12 ]tetradeca-2,4,6-trien-6,9-diyl diacetate (52 mg) in methanol (5 ml) was added sodium dicarbonate (10 mg) in an ice-water bath. The mixture was stirred for 30 minutes in an ice-water bath and for additional 2.5 hours at ambient temperature. To the reaction mixture was added acetic acid to adjust the pH value to about 6 in an ice-water bath and the mixture was evaporated in vacuo. The residue wa... Isolated yield 55.2%. Starting materials: C(C)(=O)OC=1C=C(C=C2N3CC4N(C4C(C(C12)COC(N)=O)(O3)OC(C)=O)C(C)=O)C=O (11-acetyl-8-carbamoyloxymethyl-4-formyl-14-oxa-1,11-diazatetracyclo[7.4.1.02,7.010,12 ]tetradeca-2,4,6-trien-6,9-diyl diacetate), C(=O)([O-])OC(=O)[O-].[Na+].[Na+] (sodium dicarbonate), C(C)(=O)O (acetic acid). Reaction conditions: time 2.5 hour.